This data is from the Open Reaction Database (ORD), a public repository of structured organic reaction records. The task is: describe an organic reaction: reactants, conditions, products, and yield The product is C(C)OC(=O)C1=CC=CC=2N=C(NC21)C (4-ethoxycarbonyl-2-methylbenzimidazole). Reactants: C(C)(=O)NC1=C(C(=O)OC)C=CC=C1[N+](=O)[O-] (methyl 2-acetylamino-3-nitrobenzoate), reduced iron, C(C)(=O)O (acetic acid). RXN SMILES: [C:1]([NH:4][C:5]1[C:14]([N+:15]([O-])=O)=[CH:13][CH:12]=[CH:11][C:6]=1[C:7]([O:9][CH3:10])=[O:8])(=O)[CH3:2].[C:18](O)(=O)C>C(O)C>[CH2:10]([O:9][C:7]([C:6]1[C:5]2[NH:4][C:1]([CH3:2])=[N:15][C:14]=2[CH:13]=[CH:12][CH:11]=1)=[O:8])[CH3:18]. Reported procedure: A mixture of 8.03 g of methyl 2-acetylamino-3-nitrobenzoate, 18.8 g of reduced iron, 20 ml of acetic acid and 40 ml of ethanol was heat-refluxed for 18 hours. After the solvent was concentrated, chloroform and 10% hydrochloric acid were added to the residue for extraction. The aqueous layer was acidified with a saturated aqueous solution of sodium hydrogencarbonate, and was extracted with chloroform. Chloroform was then distilled off under reduced pressure to give 1.61 g of 4-ethoxycarbonyl-2-me... The solvent is C(C)O (ethanol).